Dataset: the Open Reaction Database (ORD), a public repository of structured organic reaction records. Task: describe an organic reaction: reactants, conditions, products, and yield Reactants: CCO, O=C(c1ccc(CBr)cc1)c1ccc(C(F)(F)F)cc1, O, Cn1c(S)nc2ccsc2c1=O. Product: Cn1c(SCc2ccc(C(=O)c3ccc(C(F)(F)F)cc3)cc2)nc2ccsc2c1=O. As a reaction SMILES: [CH3:33][CH2:34][OH:35].[F:13][C:14]([c:15]1[cH:16][cH:17][c:18]([C:19](=[O:20])[c:21]2[cH:22][cH:23][c:24]([CH2:25][Br:26])[cH:27][cH:28]2)[cH:29][cH:30]1)([F:31])[F:32].[OH2:36].[SH:1][c:2]1[n:3]([CH3:12])[c:4](=[O:11])[c:5]2[c:6]([n:7]1)[cH:8][cH:9][s:10]2>>[S:1]([c:2]1[n:3]([CH3:12])[c:4](=[O:11])[c:5]2[c:6]([n:7]1)[cH:8][cH:9][s:10]2)[CH2:25][c:24]1[cH:23][cH:22][c:21]([C:19]([c:18]2[cH:17][cH:16][c:15]([C:14]([F:13])([F:31])[F:32])[cH:30][cH:29]2)=[O:20])[cH:28][cH:27]1. Product: COC(=O)N1CC(c2nc(-c3ccc(C)c(NC(=O)c4cnc5ccc(C(F)(F)F)cn45)c3)no2)C1. As a reaction SMILES: [Cl:17][C:18]([C:19]([Cl:20])=[O:21])=[O:22].[Cl:49][CH2:50][Cl:51].[F:1][C:2]([c:3]1[cH:4][cH:5][c:6]2[n:7]([cH:8]1)[c:9]([C:12](=[O:13])[OH:14])[cH:10][n:11]2)([F:15])[F:16].[NH2:28][c:29]1[cH:30][c:31](-[c:36]2[n:37][o:38][c:39]([CH:41]3[CH2:42][N:43]([C:45](=[O:46])[O:47][CH3:48])[CH2:44]3)[n:40]2)[cH:32][cH:33][c:34]1[CH3:35].[O:23]=[CH:24][N:25]([CH3:26])[CH3:27].[cH:52]1[cH:53][cH:54][n:55][cH:56][cH:57]1>>[F:1][C:2]([c:3]1[cH:4][cH:5][c:6]2[n:7]([cH:8]1)[c:9]([C:12](=[O:14])[NH:28][c:29]1[cH:30][c:31](-[c:36]3[n:37][o:38][c:39]([CH:41]4[CH2:42][N:43]([C:45](=[O:46])[O:47][CH3:48])[CH2:44]4)[n:40]3)[cH:32][cH:33][c:34]1[CH3:35])[cH:10][n:11]2)([F:15])[F:16]. Reactants: O=C(Cl)C(=O)Cl, ClCCl, O=C(O)c1cnc2ccc(C(F)(F)F)cn12, COC(=O)N1CC(c2nc(-c3ccc(C)c(N)c3)no2)C1, CN(C)C=O, c1ccncc1. Reported procedure: To a stirred mixture of 1-((trans)-4-(1-bromo-8-methylimidazo[1,5-a]pyrazin-3-yl)cyclohexyl)-N-methylmethanamine (0.148 mmol, 50 mg) and a 37% aqueous formaldehyde solution (0.445 mmol, 33.4 μL) was added sodium cyanoborohydride (0.163 mmol, 10.25 mg). After stirring for 30 minutes, acetic acid was added to adjust the pH of the reaction mixture to neutral. Stirring was continued for an additional hour during which time the pH was maintained neutral by addition of acetic acid. The reaction mixtur... Yield: 109.6%. Run in C(C)(=O)O (acetic acid), C(C)(=O)O (acetic acid). Product: BrC=1N=C(N2C1C(=NC=C2)C)[C@@H]2CC[C@H](CC2)CN(C)C (1-((trans)-4-(1-bromo-8-methylimidazo[1,5-a]pyrazin-3-yl)cyclohexyl)-N,N-dimethylmethanamine). Reaction conditions: time 30 minute. RXN SMILES: [Br:1][C:2]1[N:3]=[C:4]([C@H:12]2[CH2:17][CH2:16][C@H:15]([CH2:18][NH:19][CH3:20])[CH2:14][CH2:13]2)[N:5]2[CH:10]=[CH:9][N:8]=[C:7]([CH3:11])[C:6]=12.C=O.[C:23]([BH3-])#N.[Na+]>C(O)(=O)C>[Br:1][C:2]1[N:3]=[C:4]([C@H:12]2[CH2:17][CH2:16][C@H:15]([CH2:18][N:19]([CH3:23])[CH3:20])[CH2:14][CH2:13]2)[N:5]2[CH:10]=[CH:9][N:8]=[C:7]([CH3:11])[C:6]=12 |f:2.3|. The reactants are BrC=1N=C(N2C1C(=NC=C2)C)[C@@H]2CC[C@H](CC2)CNC (1-((trans)-4-(1-bromo-8-methylimidazo[1,5-a]pyrazin-3-yl)cyclohexyl)-N-methylmethanamine), C=O (formaldehyde), C(#N)[BH3-].[Na+] (sodium cyanoborohydride). Product: CCOC(=O)c1cn(-c2ccc(F)cc2)c2c(F)c(N3CCC(n4ccnn4)C3)c(F)cc2c1=O. As a reaction SMILES: [CH2:38]1[CH2:39][CH2:40][C:41]2=[N:46][CH2:45][CH2:44][CH2:43][N:42]2[CH2:47][CH2:48]1.[CH3:49][C:50]#[N:51].[ClH:27].[F:1][c:2]1[cH:3][cH:4][c:5](-[n:8]2[cH:9][c:10]([C:22](=[O:23])[O:24][CH2:25][CH3:26])[c:11](=[O:21])[c:12]3[cH:13][c:14]([F:20])[c:15]([F:19])[c:16]([F:18])[c:17]23)[cH:6][cH:7]1.[n:28]1([CH:33]2[CH2:34][NH:35][CH2:36][CH2:37]2)[n:29][n:30][cH:31][cH:32]1>>[F:1][c:2]1[cH:3][cH:4][c:5](-[n:8]2[cH:9][c:10]([C:22](=[O:23])[O:24][CH2:25][CH3:26])[c:11](=[O:21])[c:12]3[cH:13][c:14]([F:20])[c:15]([N:35]4[CH2:34][CH:33]([n:28]5[n:29][n:30][cH:31][cH:32]5)[CH2:37][CH2:36]4)[c:16]([F:18])[c:17]23)[cH:6][cH:7]1. Starting materials: C1CCC2=NCCCN2CC1, CC#N, Cl, CCOC(=O)c1cn(-c2ccc(F)cc2)c2c(F)c(F)c(F)cc2c1=O, c1cn(C2CCNC2)nn1. Starting materials: ClC1=CC=NC2=CC(=C(C=C12)C#N)OCCCN1CCS(CC1)(=O)=O (4chloro-6-cyano-7-(3-(1,1-dioxothiomorpholino)propoxy)quinoline), CC=1NC2=CC=C(C=C2C1C)O (2,3-dimethyl-5-hydroxyindole). The product is C(#N)C=1C=C2C(=CC=NC2=CC1OCCCN1CCS(CC1)(=O)=O)OC=1C=C2C(=C(NC2=CC1)C)C (6-cyano-4-(2,3-dimethylindol-5-yloxy)-7-(3-(1,1-dioxothiomorpholino)propoxy)quinoline). The yield is 64.8%. Reaction SMILES: Cl[C:2]1[C:11]2[C:6](=[CH:7][C:8]([O:14][CH2:15][CH2:16][CH2:17][N:18]3[CH2:23][CH2:22][S:21](=[O:25])(=[O:24])[CH2:20][CH2:19]3)=[C:9]([C:12]#[N:13])[CH:10]=2)[N:5]=[CH:4][CH:3]=1.[CH3:26][C:27]1[NH:28][C:29]2[C:34]([C:35]=1[CH3:36])=[CH:33][C:32]([OH:37])=[CH:31][CH:30]=2>>[C:12]([C:9]1[CH:10]=[C:11]2[C:6](=[CH:7][C:8]=1[O:14][CH2:15][CH2:16][CH2:17][N:18]1[CH2:23][CH2:22][S:21](=[O:25])(=[O:24])[CH2:20][CH2:19]1)[N:5]=[CH:4][CH:3]=[C:2]2[O:37][C:32]1[CH:33]=[C:34]2[C:29](=[CH:30][CH:31]=1)[NH:28][C:27]([CH3:26])=[C:35]2[CH3:36])#[N:13]. Reported procedure: Using an analogous procedure to that described in Example 7, 4chloro-6-cyano-7-(3-(1,1-dioxothiomorpholino)propoxy)quinoline (100 mg, 0.26 mmol) was reacted with 2,3-dimethyl-5-hydroxyindole (51 mg, 0.32 mmol), (Arch. Pharm. 1972, 305, 159), to give 6-cyano-4-(2,3-dimethylindol-5-yloxy)-7-(3-(1,1-dioxothiomorpholino)propoxy)quinoline (85 mg, 64%). Starting materials: CC(C)(C)OC(=O)NC(Cc1ccc(F)cc1)C(=O)O, CCN=C=NCCCN(C)C, CCN(C(C)C)C(C)C, Cl, CN(C)C=O, OC1CCNCC1, On1nnc2ccccc21. The product is CC(C)(C)OC(=O)NC(Cc1ccc(F)cc1)C(=O)N1CCC(O)CC1. As a reaction SMILES: [C:1](=[O:2])([O:3][C:4]([CH3:5])([CH3:6])[CH3:7])[NH:8][CH:9]([CH2:10][c:11]1[cH:12][cH:13][c:14]([F:17])[cH:15][cH:16]1)[C:18](=[O:19])[OH:20].[CH3:48][CH2:49][N:50]=[C:51]=[N:52][CH2:53][CH2:54][CH2:55][N:56]([CH3:57])[CH3:58].[CH:39]([N:40]([CH2:41][CH3:42])[CH:43]([CH3:44])[CH3:45])([CH3:46])[CH3:47].[ClH:21].[O:59]=[CH:60][N:61]([CH3:62])[CH3:63].[OH:22][CH:23]1[CH2:24][CH2:25][NH:26][CH2:27][CH2:28]1.[OH:29][n:30]1[c:31]2[c:32]([cH:33][cH:34][cH:35][cH:36]2)[n:37][n:38]1>>[C:1](=[O:2])([O:3][C:4]([CH3:5])([CH3:6])[CH3:7])[NH:8][CH:9]([CH2:10][c:11]1[cH:12][cH:13][c:14]([F:17])[cH:15][cH:16]1)[C:18](=[O:20])[N:26]1[CH2:25][CH2:24][CH:23]([OH:22])[CH2:28][CH2:27]1. Reactants: C1CCOC1, O=C(Cl)C1CCCC1, CCCC1=NNC(=O)C1=C1C=C(Sc2ccc(N)cc2)c2ccccc2N1. Product: CCCC1=NNC(=O)C1=C1C=C(Sc2ccc(NC(=O)C3CCCC3)cc2)c2ccccc2N1. RXN SMILES: [CH2:36]1[O:37][CH2:38][CH2:39][CH2:40]1.[CH:28]1([C:33](=[O:34])[Cl:35])[CH2:29][CH2:30][CH2:31][CH2:32]1.[NH2:1][c:2]1[cH:3][cH:4][c:5]([S:8][C:9]2=[CH:10][C:11](=[C:19]3[C:20]([CH2:25][CH2:26][CH3:27])=[N:21][NH:22][C:23]3=[O:24])[NH:12][c:13]3[cH:14][cH:15][cH:16][cH:17][c:18]32)[cH:6][cH:7]1>>[NH:1]([c:2]1[cH:3][cH:4][c:5]([S:8][C:9]2=[CH:10][C:11](=[C:19]3[C:20]([CH2:25][CH2:26][CH3:27])=[N:21][NH:22][C:23]3=[O:24])[NH:12][c:13]3[cH:14][cH:15][cH:16][cH:17][c:18]32)[cH:6][cH:7]1)[C:33]([CH:28]1[CH2:29][CH2:30][CH2:31][CH2:32]1)=[O:34]. Reactants: [H-].[Al+3].[Li+].[H-].[H-].[H-] (lithium aluminum hydride), ClC1=CC=C(C=C1)C=1N=C(OC1CCCOC1=C(C=CC=C1)CCC(=O)OC)N1C(=NC=C1)C (methyl 3-[2-[3-[4-(4-chlorophenyl)-2-(2-methyl-1-imidazolyl)-5-oxazolyl]propoxy]phenyl]propionate), O.O.O.O.O.O.O.O.O.O.S(=O)(=O)([O-])[O-].[Na+].[Na+] (Sodium sulfate decahydrate). Solvent: O1CCCC1 (tetrahydrofuran). Run at time 1 hour. The product is ClC1=CC=C(C=C1)C=1N=C(OC1CCCOC1=C(C=CC=C1)CCCO)N1C(=NC=C1)C (4-(4-chlorophenyl)-5-[3-(2-(3-hydroxypropyl)phenoxy)propyl]-2-(2-methyl-1-imidazolyl)oxazole). The yield is 70.1%. RXN SMILES: [Cl:1][C:2]1[CH:7]=[CH:6][C:5]([C:8]2[N:9]=[C:10]([N:29]3[CH:33]=[CH:32][N:31]=[C:30]3[CH3:34])[O:11][C:12]=2[CH2:13][CH2:14][CH2:15][O:16][C:17]2[CH:22]=[CH:21][CH:20]=[CH:19][C:18]=2[CH2:23][CH2:24][C:25](OC)=[O:26])=[CH:4][CH:3]=1.[H-].[Al+3].[Li+].[H-].[H-].[H-].O.O.O.O.O.O.O.O.O.O.S([O-])([O-])(=O)=O.[Na+].[Na+]>O1CCCC1>[Cl:1][C:2]1[CH:3]=[CH:4][C:5]([C:8]2[N:9]=[C:10]([N:29]3[CH:33]=[CH:32][N:31]=[C:30]3[CH3:34])[O:11][C:12]=2[CH2:13][CH2:14][CH2:15][O:16][C:17]2[CH:22]=[CH:21][CH:20]=[CH:19][C:18]=2[CH2:23][CH2:24][CH2:25][OH:26])=[CH:6][CH:7]=1 |f:1.2.3.4.5.6,7.8.9.10.11.12.13.14.15.16.17.18.19|. Reported procedure: To a mixture of methyl 3-[2-[3-[4-(4-chlorophenyl)-2-(2-methyl-1-imidazolyl)-5-oxazolyl]propoxy]phenyl]propionate (400 mg) and tetrahydrofuran (10 ml) was added gradually lithium aluminum hydride (40 mg) under ice-cooling, and the resulting mixture was stirred for 1 hour. Sodium sulfate decahydrate (400 mg) was carefully added to the reaction mixture, which was filtered. The residue on the filter paper was washed with ethyl acetate. The filtrate was concentrated, and hexane was added to the resi... Reactants: COC[C@@H](OC=1C=C(OC2=CC=C(C=C2)C(C)=O)C=C(C1)C=1NC(=CC1)C=1SC=CN1)C (1-(4-{3-[(1S)-2-Methoxy-1-methylethoxy]-5-[5-(1,3-thiazol-2-yl)-1H-pyrrol-2-yl]phenoxy}phenyl)ethanone), [BH4-].[Na+] (sodium borohydride), [Cl-].[NH4+] (ammonium chloride). The solvent is O1CCCC1 (tetrahydrofuran), CO (methanol). Reaction conditions: time 3 hour. Yields the product COC[C@@H](OC=1C=C(OC2=CC=C(C=C2)C(C)O)C=C(C1)C=1NC(=CC1)C=1SC=CN1)C (1-(4-{3-[(1S)-2-Methoxy-1-methylethoxy]-5-[5-(1,3-thiazol-2-yl)-1H-pyrrol-2-yl]phenoxy}phenyl)ethanol). Isolated yield 91.1%. Reaction SMILES: [CH3:1][O:2][CH2:3][C@H:4]([CH3:32])[O:5][C:6]1[CH:7]=[C:8]([CH:19]=[C:20]([C:22]2[NH:23][C:24]([C:27]3[S:28][CH:29]=[CH:30][N:31]=3)=[CH:25][CH:26]=2)[CH:21]=1)[O:9][C:10]1[CH:15]=[CH:14][C:13]([C:16](=[O:18])[CH3:17])=[CH:12][CH:11]=1.[BH4-].[Na+].[Cl-].[NH4+]>O1CCCC1.CO>[CH3:1][O:2][CH2:3][C@H:4]([CH3:32])[O:5][C:6]1[CH:7]=[C:8]([CH:19]=[C:20]([C:22]2[NH:23][C:24]([C:27]3[S:28][CH:29]=[CH:30][N:31]=3)=[CH:25][CH:26]=2)[CH:21]=1)[O:9][C:10]1[CH:15]=[CH:14][C:13]([CH:16]([OH:18])[CH3:17])=[CH:12][CH:11]=1 |f:1.2,3.4|. Procedure: 1-(4-{3-[(1S)-2-Methoxy-1-methylethoxy]-5-[5-(1,3-thiazol-2-yl)-1H-pyrrol-2-yl]phenoxy}phenyl)ethanone (30 mg, 0.067 mmol) synthesized in Example (39b) was dissolved in a mixed solvent of tetrahydrofuran (3.0 mL) and methanol (1.0 mL), and sodium borohydride (10 mg, 0.264 mmol) was added, followed by stirring at room temperature for 3 hours under nitrogen atmosphere. To this reaction solution, a saturated aqueous ammonium chloride solution (10 mL) was added, and extraction was carried out with e...